This data is from the Open Reaction Database (ORD), a public repository of structured organic reaction records. The task is: describe an organic reaction: reactants, conditions, products, and yield Starting materials: N1C=CC2=C1N=CC=C2C=O (1H-pyrrolo[2,3-b]pyridine-4-carbaldehyde), [H-].[Na+] (sodium hydride), [Cl-].[NH4+] (ammonium chloride), ICC (iodoethane). Run in CN(C)C=O (DMF), O (water). Conditions: time 5 minute. The product is C(C)N1C=CC2=C1N=CC=C2C=O (1-ethyl-1H-pyrrolo[2,3-b]pyridine-4-carbaldehyde). RXN SMILES: [NH:1]1[C:5]2[N:6]=[CH:7][CH:8]=[C:9]([CH:10]=[O:11])[C:4]=2[CH:3]=[CH:2]1.[H-].[Na+].I[CH2:15][CH3:16].[Cl-].[NH4+]>CN(C=O)C.O>[CH2:15]([N:1]1[C:5]2[N:6]=[CH:7][CH:8]=[C:9]([CH:10]=[O:11])[C:4]=2[CH:3]=[CH:2]1)[CH3:16] |f:1.2,4.5|. Reported procedure: To a solution of 1H-pyrrolo[2,3-b]pyridine-4-carbaldehyde (0.413 g, 2.83 mmol) in 5 mL of DMF under an atmosphere of nitrogen was added sodium hydride (74.6 mg, 3.11 mmol). After 5 min, iodoethane (0.529 g, 3.39 mmol) was added. After 30 min, the reaction was treated with saturated aqueous ammonium chloride, diluted with water, and extracted 2× with dichloromethane. The combined organic solution was washed 3× with water, dried over sodium sulfate, filtered, and concentrated in vacuo. The residue... The reactants are Cl.C(CCCCC#C)C=1N=C(NC1)N (4-Hept-6-ynyl-1H-imidazol-2-ylamine hydrochloride), N(=[N+]=[N-])CC(=CC1=CC=CC=C1)C ((3-Azido-2-methyl-propenyl)-benzene). Yields the product Cl.CC(CN1N=NC(=C1)CCCCCC=1N=C(NC1)N)=CC1=CC=CC=C1 (4-{5-[1-(2-Methyl-3-phenyl-allyl)-1H-[1,2,3]triazol-4-yl]-pentyl}-1H-imidazol-2-ylamine hydrochloride). Isolated yield 58.9%. RXN SMILES: [ClH:1].[CH2:2]([C:9]1[N:10]=[C:11]([NH2:14])[NH:12][CH:13]=1)[CH2:3][CH2:4][CH2:5][CH2:6][C:7]#[CH:8].[N:15]([CH2:18][C:19]([CH3:27])=[CH:20][C:21]1[CH:26]=[CH:25][CH:24]=[CH:23][CH:22]=1)=[N+:16]=[N-:17]>>[ClH:1].[CH3:27][C:19](=[CH:20][C:21]1[CH:26]=[CH:25][CH:24]=[CH:23][CH:22]=1)[CH2:18][N:15]1[CH:8]=[C:7]([CH2:6][CH2:5][CH2:4][CH2:3][CH2:2][C:9]2[N:10]=[C:11]([NH2:14])[NH:12][CH:13]=2)[N:17]=[N:16]1 |f:0.1,3.4|. Procedure: 4-Hept-6-ynyl-1H-imidazol-2-ylamine hydrochloride (0.060 g, 0.281 mmol) was reacted with (3-Azido-2-methyl-propenyl)-benzene (0.058 g, 0.336 mmol) following the general procedure for click reactions outlined above to produce 4-{5-[1-(2-Methyl-3-phenyl-allyl)-1H-[1,2,3]triazol-4-yl]-pentyl}-1H-imidazol-2-ylamine hydrochloride (0.064 g, 65%) as a pale yellow solid. 1H NMR (300 MHz, CD3OD) δ 8.23 (s, 1H), δ 6.93-6.83 (m, 5H), δ 6.38 (s, 1H), δ 6.08 (s, 1H), δ 4.93 (s, 2H), δ 2.51 (t, 2H), δ 2.09 (t... The product is C(C1=CC=CC=C1)N1C(=C(C2=CC(=CC=C12)O)CNCC1=CC(=CC(=C1)F)F)C(C)C (1-benzyl-3-((3,5-difluorobenzylamino)methyl)-2-isopropyl-1H-indol-5-ol). Reaction conditions: time 16 hour. Reported procedure: To a solution of 1-(1-benzyl-2-isopropyl-5-(methoxymethoxy)-1H-indol-3-yl)-N-(3,5-difluorobenzyl)methanamine (Compound 5, 117 mg, 0.25 mmol) in isopropanol (2.0 ml) and THF (2.0 ml) was added 6 M HCl (0.4 ml). The mixture was stirred at room temperature for 16 h, and concentrated under vacuum. The mixture was diluted with EtOAc, and washed with phosphate buffer (pH=7.2), and brine, and dried over Na2SO4, and concentrated under vacuum. The residue was purified by flash chromatography on silica ge... Run in C(C)(C)O (isopropanol), C1CCOC1 (THF). The reactants are C(C1=CC=CC=C1)N1C(=C(C2=CC(=CC=C12)OCOC)CNCC1=CC(=CC(=C1)F)F)C(C)C (1-(1-benzyl-2-isopropyl-5-(methoxymethoxy)-1H-indol-3-yl)-N-(3,5-difluorobenzyl)methanamine), C(C1=CC=CC=C1)N1C(=C(C2=CC(=CC=C12)OCOC)CNCC1=CC(=CC(=C1)F)F)C(C)C (1-(1-benzyl-2-isopropyl-5-(methoxymethoxy)-1H-indol-3-yl)-N-(3,5-difluorobenzyl)methanamine), Cl (HCl). RXN SMILES: [CH2:1]([N:8]1[C:16]2[C:11](=[CH:12][C:13]([O:17]COC)=[CH:14][CH:15]=2)[C:10]([CH2:21][NH:22][CH2:23][C:24]2[CH:29]=[C:28]([F:30])[CH:27]=[C:26]([F:31])[CH:25]=2)=[C:9]1[CH:32]([CH3:34])[CH3:33])[C:2]1[CH:7]=[CH:6][CH:5]=[CH:4][CH:3]=1.Cl>C(O)(C)C.C1COCC1>[CH2:1]([N:8]1[C:16]2[C:11](=[CH:12][C:13]([OH:17])=[CH:14][CH:15]=2)[C:10]([CH2:21][NH:22][CH2:23][C:24]2[CH:29]=[C:28]([F:30])[CH:27]=[C:26]([F:31])[CH:25]=2)=[C:9]1[CH:32]([CH3:34])[CH3:33])[C:2]1[CH:3]=[CH:4][CH:5]=[CH:6][CH:7]=1. Starting materials: CCI, [H-], [Na+], COC(=O)c1cc(N2CCCC2=O)c2cc[nH]c2c1, CN(C)C=O. Yields the product CCn1ccc2c(N3CCCC3=O)cc(C(=O)OC)cc21. Reaction SMILES: [CH2:22]([CH3:23])[I:24].[H-:21].[Na+:20].[O:1]=[C:2]1[N:3]([c:7]2[c:8]3[cH:9][cH:10][nH:11][c:12]3[cH:13][c:14]([C:16](=[O:17])[O:18][CH3:19])[cH:15]2)[CH2:4][CH2:5][CH2:6]1.[O:25]=[CH:26][N:27]([CH3:28])[CH3:29]>>[O:1]=[C:2]1[N:3]([c:7]2[c:8]3[cH:9][cH:10][n:11]([CH2:22][CH3:23])[c:12]3[cH:13][c:14]([C:16](=[O:17])[O:18][CH3:19])[cH:15]2)[CH2:4][CH2:5][CH2:6]1. Reactants: [OH-].[Na+] (sodium hydroxide), CN1C=C(C2=CC(=CC(=C12)C)O)C1CCN(CC1)C (1,7-dimethyl-3-(1-methylpiperdin-4-yl)-5-hydroxy-1H-indole), FC1=C(C(=CC=C1)F)S(=O)(=O)Cl (2,6-difluorobenzenesulfonyl chloride), [H-].[Na+] (sodium hydride). Run in O (water), C1CCOC1 (THF). Run at time 3 hour. Product: CN1C=C(C2=CC(=CC(=C12)C)OS(=O)(=O)C1=C(C=CC=C1F)F)C1CCN(CC1)C (2,6-Difluorobenzenesulfonic acid 1,7-dimethyl-3-(1-methylpiperidin-4-yl)-1H-indol-5-yl ester). Isolated yield 68.8%. RXN SMILES: [CH3:1][N:2]1[C:10]2[C:5](=[CH:6][C:7]([OH:12])=[CH:8][C:9]=2[CH3:11])[C:4]([CH:13]2[CH2:18][CH2:17][N:16]([CH3:19])[CH2:15][CH2:14]2)=[CH:3]1.[H-].[Na+].[F:22][C:23]1[CH:28]=[CH:27][CH:26]=[C:25]([F:29])[C:24]=1[S:30](Cl)(=[O:32])=[O:31].[OH-].[Na+]>C1COCC1.O>[CH3:1][N:2]1[C:10]2[C:5](=[CH:6][C:7]([O:12][S:30]([C:24]3[C:25]([F:29])=[CH:26][CH:27]=[CH:28][C:23]=3[F:22])(=[O:32])=[O:31])=[CH:8][C:9]=2[CH3:11])[C:4]([CH:13]2[CH2:18][CH2:17][N:16]([CH3:19])[CH2:15][CH2:14]2)=[CH:3]1 |f:1.2,4.5|. Reported procedure: A suspension of 1,7-dimethyl-3-(1-methylpiperdin-4-yl)-5-hydroxy-1H-indole (1.0 eq, 1.98 mmol, 0.511 g) in THF (5.0 mL) at room temperature was added 60% sodium hydride (1.2 eq, 2.37 mmol, 0.095 g). After stirring five minutes 2,6-difluorobenzenesulfonyl chloride (1.1 eq, 2.18 mmol, 0.384 g) was added. The reactions were stirred at room temperature for 3 hours. The reaction was treated with water (25 mL) and 1N sodium hydroxide (2 mL) then extracted with ethyl acetate (2×25 mL). The organic phas...